Dataset: the Open Reaction Database (ORD), a public repository of structured organic reaction records. Task: describe an organic reaction: reactants, conditions, products, and yield The reactants are [N+](=O)([O-])C1=CC=C(COC(=O)C2C([C@@H]([C@H]3N2C([C@@H]3[C@@H](C)O)=O)C)=O)C=C1 ((1R, 5R, 6S)-6-[(1R)-1-Hydroxyethyl]-1-methyl-2-oxocarbapenam-3-carboxylic acid 4-nitrobenzyl ester), C(C)(C)N(CC)C(C)C (diisopropylethylamine), C1(=CC=CC=C1)P(=O)(C1=CC=CC=C1)Cl (diphenylphosphoryl chloride), S[C@H]1C(NCC1)=S ((3R)-3-mercaptopyrrolidine-2-thione), C(C)(C)N(CC)C(C)C (diisopropylethylamine). Run in O (water), C(C)#N (acetonitrile), C(C)#N (acetonitrile). Run at time 30 minute. Yields the product [N+](=O)([O-])C1=CC=C(COC(=O)C2=C([C@@H]([C@H]3N2C([C@@H]3[C@@H](C)O)=O)C)S[C@H]3C(NCC3)=S)C=C1 ((1R, 5S, 6S)-2-[(3R)-pyrrolidine-2-thion-3-ylthio]-6-[(1R)-1-hydroxyethyl]-1-methylcarbapen-2-em-3-carboxylic acid 4-nitrobenzyl ester). Yield: 39.3%. As a reaction SMILES: [N+:1]([C:4]1[CH:26]=[CH:25][C:7]([CH2:8][O:9][C:10]([CH:12]2[N:16]3[C:17](=[O:22])[C@H:18]([C@H:19]([OH:21])[CH3:20])[C@H:15]3[C@@H:14]([CH3:23])[C:13]2=O)=[O:11])=[CH:6][CH:5]=1)([O-:3])=[O:2].C(N(C(C)C)CC)(C)C.C1(P(Cl)(C2C=CC=CC=2)=O)C=CC=CC=1.[SH:51][C@@H:52]1[CH2:56][CH2:55][NH:54][C:53]1=[S:57]>C(#N)C.O>[N+:1]([C:4]1[CH:5]=[CH:6][C:7]([CH2:8][O:9][C:10]([C:12]2[N:16]3[C:17](=[O:22])[C@H:18]([C@H:19]([OH:21])[CH3:20])[C@H:15]3[C@@H:14]([CH3:23])[C:13]=2[S:51][C@@H:52]2[CH2:56][CH2:55][NH:54][C:53]2=[S:57])=[O:11])=[CH:25][CH:26]=1)([O-:3])=[O:2]. Procedure details: (1R, 5R, 6S)-6-[(1R)-1-Hydroxyethyl]-1-methyl-2-oxocarbapenam-3-carboxylic acid 4-nitrobenzyl ester (8.3 g) is dissolved in anhydrous acetonitrile (50 ml), and thereto are added dropwise diisopropylethylamine (4 ml) and diphenylphosphoryl chloride (4.8 ml) in this order under nitrogen gas below 0° C. After stirring the mixture at the same temperature for 30 minutes, a solution of (3R)-3-mercaptopyrrolidine-2-thione (4 g) and diisopropylethylamine (4 ml) in anhydrous acetonitrile (50 ml) is added... The reactants are O (Water), C(C)(C)(C)OC(=O)N1[C@@H](C[C@H](C1)O)CO (trans-1-tert-butoxycarbonyl-(2S)-hydroxymethyl-4-hydroxypyrrolidine), N1C=NC=C1 (imidazole), [Si](C1=CC=CC=C1)(C1=CC=CC=C1)(C(C)(C)C)Cl (TBDPS-Cl). The solvent is CN(C)C=O (DMF). Run at time 18 hour. Yields the product C(C)(C)(C)OC(=O)N1[C@@H](C[C@H](C1)O)CO[Si](C1=CC=CC=C1)(C1=CC=CC=C1)C(C)(C)C (trans-1-tert-butoxycarbonyl-(2S)-(tert-butyldiphenylsilyloxy)methyl-4-hydroxypyrrolidine). Isolated yield 32.9%. RXN SMILES: [C:1]([O:5][C:6]([N:8]1[CH2:12][C@H:11]([OH:13])[CH2:10][C@H:9]1[CH2:14][OH:15])=[O:7])([CH3:4])([CH3:3])[CH3:2].N1C=CN=C1.[Si:21](Cl)([C:34]([CH3:37])([CH3:36])[CH3:35])([C:28]1[CH:33]=[CH:32][CH:31]=[CH:30][CH:29]=1)[C:22]1[CH:27]=[CH:26][CH:25]=[CH:24][CH:23]=1.O>CN(C=O)C>[C:1]([O:5][C:6]([N:8]1[CH2:12][C@H:11]([OH:13])[CH2:10][C@H:9]1[CH2:14][O:15][Si:21]([C:34]([CH3:37])([CH3:36])[CH3:35])([C:28]1[CH:29]=[CH:30][CH:31]=[CH:32][CH:33]=1)[C:22]1[CH:27]=[CH:26][CH:25]=[CH:24][CH:23]=1)=[O:7])([CH3:4])([CH3:3])[CH3:2]. Reported procedure: To a stirred solution of trans-1-tert-butoxycarbonyl-(2S)-hydroxymethyl-4-hydroxypyrrolidine (2.17 g, 10.0 mmol) and imidazole (2.04 g, 30.0 mmol) in DMF (50 ml) was added TBDPS-Cl (3.03 g, 11.0 mmol) at 0° C. The reaction mixture was stirred at room temperature for 18 hr. Water was added thereto, and extracted with EtOAc. The extract was washed with water, then dried over Na2SO4, and concentrated in vacuo. The residue was purified by column chromatography on silica gel with n-hexane-EtOAc(3:2, ... Reported procedure: A solution of 2-[(4-nitrophenyl)methylene]-3-oxobutanoic acid 2-cyanoethyl ester (15.06 g, 52.3 mmol) and benzyl 3-amino-crotonate (10.00 g, 52.3 mmol) in 150 ml of EtOH was refluxed for 36 hrs. After solvent was evaporated, the residue was dissolved in 250 ml of CHCl3, washed with water (2×100 ml) and dried over Na2SO4. After filtration and evaporation of solvent, 3-benzyloxycarbonyl-5-(2-cyanoethoxy)carbonyl-1,4-dihydro-2,6-dimethyl-4-(4-nitrophenyl)pyridine was obtained as a yellow oil (23.4 ... Run in CCO (EtOH). Starting materials: C(#N)CCOC(C(C(C)=O)=CC1=CC=C(C=C1)[N+](=O)[O-])=O (2-[(4-nitrophenyl)methylene]-3-oxobutanoic acid 2-cyanoethyl ester), N\C(=C/C(=O)OCC1=CC=CC=C1)\C (benzyl 3-amino-crotonate). RXN SMILES: [C:1]([CH2:3][CH2:4][O:5][C:6](=[O:21])[C:7](=[CH:11][C:12]1[CH:17]=[CH:16][C:15]([N+:18]([O-:20])=[O:19])=[CH:14][CH:13]=1)[C:8](=O)[CH3:9])#[N:2].[NH2:22]/[C:23](/[CH3:35])=[CH:24]\[C:25]([O:27][CH2:28][C:29]1[CH:34]=[CH:33][CH:32]=[CH:31][CH:30]=1)=[O:26]>CCO>[CH2:28]([O:27][C:25]([C:24]1[CH:11]([C:12]2[CH:17]=[CH:16][C:15]([N+:18]([O-:20])=[O:19])=[CH:14][CH:13]=2)[C:7]([C:6]([O:5][CH2:4][CH2:3][C:1]#[N:2])=[O:21])=[C:8]([CH3:9])[NH:22][C:23]=1[CH3:35])=[O:26])[C:29]1[CH:34]=[CH:33][CH:32]=[CH:31][CH:30]=1. The yield is 97.0%. Yields the product C(C1=CC=CC=C1)OC(=O)C1=C(NC(=C(C1C1=CC=C(C=C1)[N+](=O)[O-])C(=O)OCCC#N)C)C (3-benzyloxycarbonyl-5-(2-cyanoethoxy)carbonyl-1,4-dihydro-2,6-dimethyl-4-(4-nitrophenyl)pyridine), oil. Reactants: CC(=O)OC(c1ccccc1)c1ccccc1, O=C([O-])O, ClCCl, [Na+], CCOC(=O)c1cc2ccccc2[nH]1. Yields the product CCOC(=O)c1[nH]c2ccccc2c1C(c1ccccc1)c1ccccc1. RXN SMILES: [C:15]([O:16][CH:19]([c:20]1[cH:21][cH:22][cH:23][cH:24][cH:25]1)[c:26]1[cH:27][cH:28][cH:29][cH:30][cH:31]1)(=[O:17])[CH3:18].[C:32](=[O:33])([OH:34])[O-:35].[CH2:37]([Cl:38])[Cl:39].[Na+:36].[nH:1]1[c:2]([C:10](=[O:11])[O:12][CH2:13][CH3:14])[cH:3][c:4]2[cH:5][cH:6][cH:7][cH:8][c:9]12>>[nH:1]1[c:2]([C:10](=[O:11])[O:12][CH2:13][CH3:14])[c:3]([CH:19]([c:20]2[cH:21][cH:22][cH:23][cH:24][cH:25]2)[c:26]2[cH:27][cH:28][cH:29][cH:30][cH:31]2)[c:4]2[cH:5][cH:6][cH:7][cH:8][c:9]12. The reactants are Cl.[N+](=O)([O-])C1=CC=C(C=C1)CCN (4-nitrophenylethylamine monohydrochloride), C([C@H](O)C1=CC=CC=C1)(=O)O ((R)-mandelic acid), OC1=CC=CC=2NN=NC21 (hydroxybenztriazole), Cl.CN(CCCN=C=NCC)C (1-(3-dimethylaminopropyl)-3-ethylcarbodiimide monohydrochloride). The reagents and catalysts are Cl.CN(CCCN=C=NCC)C (EDC). Solvent: CN(C=O)C (N,N-dimethylformamide), C(C)N(CC)CC (triethylamine), O (water). Run at temperature 87 celsius, time 2 hour. The product is O[C@@H](C(=O)NCCC1=CC=C(C=C1)[N+](=O)[O-])C1=CC=CC=C1 ((R)-2-hydroxy-N-[2-(4-nitrophenyl)ethyl]-2-phenylacetamide). The yield is 87.6%. RXN SMILES: Cl.[N+:2]([C:5]1[CH:10]=[CH:9][C:8]([CH2:11][CH2:12][NH2:13])=[CH:7][CH:6]=1)([O-:4])=[O:3].[C:14](O)(=[O:23])[C@@H:15]([C:17]1[CH:22]=[CH:21][CH:20]=[CH:19][CH:18]=1)[OH:16].OC1C2N=NNC=2C=CC=1.Cl.CN(C)CCCN=C=NCC>O.Cl.CN(C)CCCN=C=NCC.CN(C)C=O.C(N(CC)CC)C>[OH:16][C@H:15]([C:17]1[CH:22]=[CH:21][CH:20]=[CH:19][CH:18]=1)[C:14]([NH:13][CH2:12][CH2:11][C:8]1[CH:7]=[CH:6][C:5]([N+:2]([O-:4])=[O:3])=[CH:10][CH:9]=1)=[O:23] |f:0.1,4.5,7.8|. Procedure details: To a mixture of 5.90 kg of 4-nitrophenylethylamine monohydrochloride, 4.43 kg of (R)-mandelic acid, 2.94 kg of triethylamine and 22 liters of N,N-dimethylformamide were added 3.93 kg of hydroxybenztriazole and 5.58 kg of 1-(3-dimethylaminopropyl)-3-ethylcarbodiimide monohydrochloride (EDC) followed by stirring at about room temperature for 2 hours. EDC (0.28 kg) was further added thereto and the mixture was stirred at about room temperature throughout one night. The reaction solution was diluted... Starting materials: C(\C=C\C=C\C(=O)O)(=O)O (trans muconic acid), II (iodine). Run in C(C)#N (acetonitrile). Product: C(\C=C/C=C/C(=O)O)(=O)O (cis,trans muconic acid). The yield is 80.0%. RXN SMILES: [C:1]([OH:10])(=[O:9])/[CH:2]=[CH:3]/[CH:4]=[CH:5]/[C:6]([OH:8])=[O:7].II>C(#N)C>[C:1]([OH:10])(=[O:9])/[CH:2]=[CH:3]\[CH:4]=[CH:5]\[C:6]([OH:8])=[O:7]. Reported procedure: A mixture containing cis, trans muconic acid (1.00 g), a catalytic amount of iodine (53 mg, 3.0 mole percent), and acetonitrile (35 ml) is heated to reflux for 11 hours. The reaction is performed in the presence of ambient light in the laboratory. After cooling to room temperature, the precipitated solid is filtered off and washed with acetonitrile. After drying under high vacuum, 0.80 g (80 percent yield) of pure trans, trans muconic acid are present as a tan-colored powder. The material obtain...